From a dataset of the Open Reaction Database (ORD), a public repository of structured organic reaction records. describe an organic reaction: reactants, conditions, products, and yield Reactants: ClC1=CN=C(S1)NS(=O)(=O)C1=CC=C(C(=O)OC)C=C1 (methyl 4-{[(5-chloro-1,3-thiazol-2-yl)amino]sulfonyl}benzoate), solution, [OH-].[Li+] (lithium hydroxide). Run in O1CCOCC1 (dioxane), O (water). Conditions: time 2 hour. The product is ClC1=CN=C(S1)NS(=O)(=O)C1=CC=C(C(=O)O)C=C1 (4-{[(5-Chloro-1,3-thiazol-2-yl)amino]sulfonyl}benzoic acid). The yield is 93.8%. RXN SMILES: [Cl:1][C:2]1[S:6][C:5]([NH:7][S:8]([C:11]2[CH:20]=[CH:19][C:14]([C:15]([O:17]C)=[O:16])=[CH:13][CH:12]=2)(=[O:10])=[O:9])=[N:4][CH:3]=1.[OH-].[Li+]>O1CCOCC1.O>[Cl:1][C:2]1[S:6][C:5]([NH:7][S:8]([C:11]2[CH:12]=[CH:13][C:14]([C:15]([OH:17])=[O:16])=[CH:19][CH:20]=2)(=[O:10])=[O:9])=[N:4][CH:3]=1 |f:1.2|. Procedure: To a solution of methyl 4-{[(5-chloro-1,3-thiazol-2-yl)amino]sulfonyl}benzoate (Preparation 3, 3.2 g, 9.6 mmol, 1 eq) in dioxane (20 ml) was added a 2M solution of lithium hydroxide (20 ml) and the reaction mixture stirred at room temperature for 2 hours. The reaction mixture was diluted with water, washed with ethyl acetate and then acidified with concentrated HCl. The resulting precipitate was collected by filtration to yield the title compound as a light brown solid (3.0 g, 9.0 mmol, 98%). Reactants: Cl (HCl), C1(CC1)N1C=C(C(C2=CC(=C(C(=C12)F)F)F)=O)C(=O)OCC (ethyl 1-cyclopropyl-6,7,8-trifluoro-1,4-dihydro-4-oxo-3-quinoline-carboxylate), C(CC#N)#N (malononitrile), CC(C)([O-])C.[K+] (potassium tert-butoxide). Solvent: O1CCOCC1 (dioxane). The product is C(#N)C(C1=C(C=C2C(C(=CN(C2=C1F)C1CC1)C(=O)OCC)=O)F)C#N (Ethyl 7-dicyanomethyl-1-cyclopropyl-6,8-difluoro-1,4-dihydro-4-oxo-3-quinoline-carboxylate). As a reaction SMILES: [CH:1]1([N:4]2[C:13]3[C:8](=[CH:9][C:10]([F:16])=[C:11](F)[C:12]=3[F:14])[C:7](=[O:17])[C:6]([C:18]([O:20][CH2:21][CH3:22])=[O:19])=[CH:5]2)[CH2:3][CH2:2]1.[C:23](#[N:27])[CH2:24][C:25]#[N:26].CC(C)([O-])C.[K+].Cl>O1CCOCC1>[C:25]([CH:24]([C:23]#[N:27])[C:11]1[C:12]([F:14])=[C:13]2[C:8]([C:7](=[O:17])[C:6]([C:18]([O:20][CH2:21][CH3:22])=[O:19])=[CH:5][N:4]2[CH:1]2[CH2:2][CH2:3]2)=[CH:9][C:10]=1[F:16])#[N:26] |f:2.3|. Procedure details: 2.7 g of ethyl 1-cyclopropyl-6,7,8-trifluoro-1,4-dihydro-4-oxo-3-quinoline-carboxylate and 1.1 g of malononitrile are initially introduced into 30 ml of dioxane. 1.91 g of potassium tert-butoxide are added in portions. The mixture is warmed to 50° for 4 hours, cooled to room temperature, and acidified using HCl, and the red solid is isolated. It is recrystallized from glycol monomethyl ether. The reactants are CC(=O)OC1(C(=O)Nc2ccc(-c3sc4c(c3CN(C)Cc3ccccc3)c(=O)c(C(=O)c3ccccc3)cn4Cc3c(F)cccc3F)cc2)CC1, CCO, ClC(Cl)Cl, [Na+], [OH-]. The product is CN(Cc1ccccc1)Cc1c(-c2ccc(NC(=O)C3(O)CC3)cc2)sc2c1c(=O)c(C(=O)c1ccccc1)cn2Cc1c(F)cccc1F. RXN SMILES: [C:1](=[O:2])([CH3:3])[O:4][C:5]1([C:8](=[O:9])[NH:10][c:11]2[cH:12][cH:13][c:14](-[c:17]3[c:18]([CH2:44][N:45]([CH3:46])[CH2:47][c:48]4[cH:49][cH:50][cH:51][cH:52][cH:53]4)[c:19]4[c:20]([n:21]([CH2:34][c:35]5[c:36]([F:42])[cH:37][cH:38][cH:39][c:40]5[F:41])[cH:22][c:23]([C:26]([c:27]5[cH:28][cH:29][cH:30][cH:31][cH:32]5)=[O:33])[c:24]4=[O:25])[s:43]3)[cH:15][cH:16]2)[CH2:6][CH2:7]1.[CH3:56][CH2:57][OH:58].[CH:59]([Cl:60])([Cl:61])[Cl:62].[Na+:55].[OH-:54]>>[OH:4][C:5]1([C:8](=[O:9])[NH:10][c:11]2[cH:12][cH:13][c:14](-[c:17]3[c:18]([CH2:44][N:45]([CH3:46])[CH2:47][c:48]4[cH:49][cH:50][cH:51][cH:52][cH:53]4)[c:19]4[c:20]([n:21]([CH2:34][c:35]5[c:36]([F:42])[cH:37][cH:38][cH:39][c:40]5[F:41])[cH:22][c:23]([C:26]([c:27]5[cH:28][cH:29][cH:30][cH:31][cH:32]5)=[O:33])[c:24]4=[O:25])[s:43]3)[cH:15][cH:16]2)[CH2:6][CH2:7]1. Reactants: C(C)(=O)O[C@H]1[C@@H](O[C@@H]([C@H]([C@@H]1OC(C)=O)OC(C)=O)COC(C)=O)C1=CC(=C(C=C1)C)CC=1SC(=CC1)Cl (1-(2,3,4,6-tetra-O-acetyl-β-D-glucopyranosyl)-3-(5-chloro-2-thienylmethyl)-4-methylbenzene), C(#N)C=1C=C(C=CC1)B(O)O (3-cyanophenylboronic acid). Product: C(C)(=O)O[C@H]1[C@@H](O[C@@H]([C@H]([C@@H]1OC(C)=O)OC(C)=O)COC(C)=O)C1=CC(=C(C=C1)C)CC=1SC(=CC1)C1=CC(=CC=C1)C#N (1-(2,3,4,6-tetra-O-acetyl-β-D-glucopyranosyl)-3-(5-(3-cyanophenyl)-2-thienylmethyl)-4-methylbenzene). As a reaction SMILES: [C:1]([O:4][C@@H:5]1[C@@H:10]([O:11][C:12](=[O:14])[CH3:13])[C@H:9]([O:15][C:16](=[O:18])[CH3:17])[C@@H:8]([CH2:19][O:20][C:21](=[O:23])[CH3:22])[O:7][C@H:6]1[C:24]1[CH:29]=[CH:28][C:27]([CH3:30])=[C:26]([CH2:31][C:32]2[S:33][C:34](Cl)=[CH:35][CH:36]=2)[CH:25]=1)(=[O:3])[CH3:2].[C:38]([C:40]1[CH:41]=[C:42](B(O)O)[CH:43]=[CH:44][CH:45]=1)#[N:39]>>[C:1]([O:4][C@@H:5]1[C@@H:10]([O:11][C:12](=[O:14])[CH3:13])[C@H:9]([O:15][C:16](=[O:18])[CH3:17])[C@@H:8]([CH2:19][O:20][C:21](=[O:23])[CH3:22])[O:7][C@H:6]1[C:24]1[CH:29]=[CH:28][C:27]([CH3:30])=[C:26]([CH2:31][C:32]2[S:33][C:34]([C:44]3[CH:43]=[CH:42][CH:41]=[C:40]([C:38]#[N:39])[CH:45]=3)=[CH:35][CH:36]=2)[CH:25]=1)(=[O:3])[CH3:2]. Reported procedure: 1-(2,3,4,6-tetra-O-acetyl-β-D-glucopyranosyl)-3-(5-chloro-2-thienylmethyl)-4-methylbenzene 57 obtained in Example 120-(1) and 3-cyanophenylboronic acid were used and treated in a manner similar to Example 120-(2) to give 1-(2,3,4,6-tetra-O-acetyl-β-D-glucopyranosyl)-3-(5-(3-cyanophenyl)-2-thienylmethyl)-4-methylbenzene. APCI-Mass m/Z 637 (M+NH4). (2) The above 1-(2,3,4,6-tetra-O-acetyl-β-D-glucopyranosyl)-3-(5-(3-cyanophenyl)-2-thienylmethyl)-4-methylbenzene was used and treated in a manner simi... Reactants: CCOc1ccc(N)c([N+](=O)[O-])c1, Cc1cc(C(=O)O)c(C)o1. The product is CCOc1ccc(NC(=O)c2cc(C)oc2C)c([N+](=O)[O-])c1. As a reaction SMILES: [CH2:11]([CH3:12])[O:13][c:14]1[cH:15][c:16]([N+:21](=[O:22])[O-:23])[c:17]([NH2:18])[cH:19][cH:20]1.[CH3:1][c:2]1[o:3][c:4]([CH3:10])[cH:5][c:6]1[C:7](=[O:8])[OH:9]>>[CH3:1][c:2]1[o:3][c:4]([CH3:10])[cH:5][c:6]1[C:7](=[O:9])[NH:18][c:17]1[c:16]([N+:21](=[O:22])[O-:23])[cH:15][c:14]([O:13][CH2:11][CH3:12])[cH:20][cH:19]1. Reactants: ClC1=CC2=C(C=N1)C(=NN2C(C2=CC=CC=C2)(C2=CC=CC=C2)C2=CC=CC=C2)I (6-chloro-3-iodo-1-trityl-1H-pyrazolo[4,3-c]pyridine), ClC1=CC2=C(C=N1)C(=NN2C(C2=CC=CC=C2)(C2=CC=CC=C2)C2=CC=CC=C2)I (6-chloro-3-iodo-1-trityl-1H-pyrazolo[4,3-c]pyridine), CN(CC(=O)O)C (N,N-dimethylglycine), CS(=O)[O-].[Na+] (sodium methanesulfinate). Reagents/catalysts: [Cu]I (copper(I) iodide). The solvent is O (water). Product: ClC1=CC2=C(C=N1)C(=NN2)S(=O)(=O)C (6-chloro-3-(methylsulfonyl)-1H-pyrazolo[4,3-c]pyridine). RXN SMILES: [Cl:1][C:2]1[N:7]=[CH:6][C:5]2[C:8](I)=[N:9][N:10](C(C3C=CC=CC=3)(C3C=CC=CC=3)C3C=CC=CC=3)[C:4]=2[CH:3]=1.CN(C)CC(O)=O.[CH3:38][S:39]([O-:41])=[O:40].[Na+]>[Cu]I.O>[Cl:1][C:2]1[N:7]=[CH:6][C:5]2[C:8]([S:39]([CH3:38])(=[O:41])=[O:40])=[N:9][NH:10][C:4]=2[CH:3]=1 |f:2.3|. Reported procedure: 6-Chloro-3-iodo-1-trityl-1H-pyrazolo[4,3-c]pyridine (Intermediate 13B; 1.0 g, 1.917 mmol), N,N-dimethylglycine (39.5 mg, 0.383 mmol), copper(I) iodide (36.5 mg, 0.192 mmol), and sodium methanesulfinate (276 mg, 2.300 mmol) were combined in a 20 mL microwave tube, evacuated under N2 and charged with DMSO (7.7 mL). The reaction was degassed via vacuum under nitrogen (×3) and irradiated in a microwave reactor to 110° C. for 90 min. The crude reaction mixture was poured into water and filtered. The ... The reactants are N12C[C@@H](C(CC1)CC2)OC(=O)C2(CCCCCC2)C2=CC=CC=C2 (1-Phenyl-cycloheptanecarboxylic acid (R)-(1-aza-bicyclo[2.2.2]oct-3-yl)ester), BrCC(=O)NC1=NC(=CN=C1)C (2-bromo-N-(6-methylpyrazin-2-yl) acetamide). The solvent is C(C)#N (acetonitrile). Reaction conditions: time 8 hour. Yields the product [Br-].CC1=CN=CC(=N1)NC(=O)C[N+]12C[C@@H](C(CC1)CC2)OC(=O)C2(CCCCCC2)C2=CC=CC=C2 ((R)-1-[(6-Methyl-pyrazin-2-ylcarbamoyl)-methyl]-3-(1-phenyl-cycloheptanecarbonyloxy)-1-azonia-bicyclo[2.2.2]octane bromide). Isolated yield 20.1%. RXN SMILES: [N:1]12[CH2:8][CH2:7][CH:4]([CH2:5][CH2:6]1)[C@@H:3]([O:9][C:10]([C:12]1([C:19]3[CH:24]=[CH:23][CH:22]=[CH:21][CH:20]=3)[CH2:18][CH2:17][CH2:16][CH2:15][CH2:14][CH2:13]1)=[O:11])[CH2:2]2.[Br:25][CH2:26][C:27]([NH:29][C:30]1[CH:35]=[N:34][CH:33]=[C:32]([CH3:36])[N:31]=1)=[O:28]>C(#N)C>[Br-:25].[CH3:36][C:32]1[N:31]=[C:30]([NH:29][C:27]([CH2:26][N+:1]23[CH2:8][CH2:7][CH:4]([CH2:5][CH2:6]2)[C@@H:3]([O:9][C:10]([C:12]2([C:19]4[CH:20]=[CH:21][CH:22]=[CH:23][CH:24]=4)[CH2:18][CH2:17][CH2:16][CH2:15][CH2:14][CH2:13]2)=[O:11])[CH2:2]3)=[O:28])[CH:35]=[N:34][CH:33]=1 |f:3.4|. Reported procedure: 1-Phenyl-cycloheptanecarboxylic acid (R)-(1-aza-bicyclo[2.2.2]oct-3-yl)ester (Example 1e) (70 mg) and 2-bromo-N-(6-methylpyrazin-2-yl) acetamide (Example 2a) (49.2 mg) were dissolved in acetonitrile (1 mL) and left to stand overnight. Crystals separated on standing and were filtered and washed with acetonitrile (2×1 mL), ethyl acetate (2×3 mL) and diethyl ether (2×3 mL) and dried to yield the titled compound (24 mg).